Dataset: the Open Reaction Database (ORD), a public repository of structured organic reaction records. Task: describe an organic reaction: reactants, conditions, products, and yield Reactants: CCOC(=O)C(=O)N(Cc1ccc(-c2ccc(C(=O)O)cc2)cc1)Cc1ccc(C(F)(F)F)cc1, CCCCCCCCN, ClCCCl, ClCCl, Cl, On1nnc2ccccc21. Yields the product CCCCCCCCNC(=O)c1ccc(-c2ccc(CN(Cc3ccc(C(F)(F)F)cc3)C(=O)C(=O)OCC)cc2)cc1. RXN SMILES: [CH2:1]([CH3:2])[O:3][C:4]([C:5](=[O:6])[N:7]([CH2:8][c:9]1[cH:10][cH:11][c:12]([C:15]([F:16])([F:17])[F:18])[cH:13][cH:14]1)[CH2:19][c:20]1[cH:21][cH:22][c:23](-[c:26]2[cH:27][cH:28][c:29]([C:32](=[O:33])[OH:34])[cH:30][cH:31]2)[cH:24][cH:25]1)=[O:35].[CH2:46]([CH2:47][CH2:48][CH2:49][CH2:50][CH2:51][CH2:52][CH3:53])[NH2:54].[CH2:59]([Cl:60])[CH2:61][Cl:62].[Cl:56][CH2:57][Cl:58].[ClH:55].[OH:36][n:37]1[c:38]2[c:39]([cH:40][cH:41][cH:42][cH:43]2)[n:44][n:45]1>>[CH2:1]([CH3:2])[O:3][C:4]([C:5](=[O:6])[N:7]([CH2:8][c:9]1[cH:10][cH:11][c:12]([C:15]([F:16])([F:17])[F:18])[cH:13][cH:14]1)[CH2:19][c:20]1[cH:21][cH:22][c:23](-[c:26]2[cH:27][cH:28][c:29]([C:32](=[O:33])[NH:54][CH2:46][CH2:47][CH2:48][CH2:49][CH2:50][CH2:51][CH2:52][CH3:53])[cH:30][cH:31]2)[cH:24][cH:25]1)=[O:35]. Starting materials: NC1=CC2=C(N(C(=N2)C2=CC=CC=C2)C2=CC=CC=C2)C=C1 (5-Amino-1,2-diphenyl-1H-benzimidazole), FC1=CC=C(C=C1)S(=O)(=O)Cl (4-fluorobenzenesulfonic acid chloride). Product: C1(=CC=CC=C1)N1C(=NC2=C1C=CC(=C2)NS(=O)(=O)C2=CC=C(C=C2)F)C2=CC=CC=C2 (N-(1,2-Diphenyl-1H-benzimidazol-5-yl)-4-fluorobenzenesulfonamide). RXN SMILES: [NH2:1][C:2]1[CH:22]=[CH:21][C:5]2[N:6]([C:15]3[CH:20]=[CH:19][CH:18]=[CH:17][CH:16]=3)[C:7]([C:9]3[CH:14]=[CH:13][CH:12]=[CH:11][CH:10]=3)=[N:8][C:4]=2[CH:3]=1.[F:23][C:24]1[CH:29]=[CH:28][C:27]([S:30](Cl)(=[O:32])=[O:31])=[CH:26][CH:25]=1>>[C:15]1([N:6]2[C:5]3[CH:21]=[CH:22][C:2]([NH:1][S:30]([C:27]4[CH:28]=[CH:29][C:24]([F:23])=[CH:25][CH:26]=4)(=[O:32])=[O:31])=[CH:3][C:4]=3[N:8]=[C:7]2[C:9]2[CH:14]=[CH:13][CH:12]=[CH:11][CH:10]=2)[CH:16]=[CH:17][CH:18]=[CH:19][CH:20]=1. Reported procedure: 5-Amino-1,2-diphenyl-1H-benzimidazole was reacted with 4-fluorobenzenesulfonic acid chloride according to general operating instructions 13. Starting materials: C(C)(C)(C)OC(NC1(CCC1)C1=CC=C(C=C1)C1=NC=2CCNC(C2C=C1C1=CC=CC=C1)=S)=O (tert-butyl(1-(4-(3-phenyl-5-thioxo-5,6,7,8-tetrahydro-1,6-naphthyridin-2-yl)phenyl)cyclobutyl)carbamate), C(NN)(=O)OCC (ethyl carbazate). The reagents and catalysts are C(C)(=O)[O-].[Hg+] (mercury acetate). Solvent: C1CCOC1 (THF). Reaction conditions: time 2 hour. Yields the product C(C)(C)(C)OC(NC1(CCC1)C1=CC=C(C=C1)C1=NC=2CCN3C(C2C=C1C1=CC=CC=C1)=NNC3=O)=O (tert-butyl(1-(4-(3-oxo-9-phenyl-2,3,5,6-tetrahydro-[1,2,4]triazolo[3,4-f][1,6]naphthyridin-8-yl)phenyl)cyclobutyl)carbamate). Yield: 55.6%. RXN SMILES: [C:1]([O:5][C:6](=[O:35])[NH:7][C:8]1([C:12]2[CH:17]=[CH:16][C:15]([C:18]3[C:27]([C:28]4[CH:33]=[CH:32][CH:31]=[CH:30][CH:29]=4)=[CH:26][C:25]4[C:24](=S)[NH:23][CH2:22][CH2:21][C:20]=4[N:19]=3)=[CH:14][CH:13]=2)[CH2:11][CH2:10][CH2:9]1)([CH3:4])([CH3:3])[CH3:2].[C:36](OCC)(=[O:39])[NH:37][NH2:38]>C1COCC1.C([O-])(=O)C.[Hg+]>[C:1]([O:5][C:6](=[O:35])[NH:7][C:8]1([C:12]2[CH:17]=[CH:16][C:15]([C:18]3[C:27]([C:28]4[CH:33]=[CH:32][CH:31]=[CH:30][CH:29]=4)=[CH:26][C:25]4[C:24]5=[N:38][NH:37][C:36](=[O:39])[N:23]5[CH2:22][CH2:21][C:20]=4[N:19]=3)=[CH:14][CH:13]=2)[CH2:11][CH2:10][CH2:9]1)([CH3:4])([CH3:3])[CH3:2] |f:3.4|. Reported procedure: To a solution of tert-butyl(1-(4-(3-phenyl-5-thioxo-5,6,7,8-tetrahydro-1,6-naphthyridin-2-yl)phenyl)cyclobutyl)carbamate (55 mg, 0.113 mmol) in THF (7 mL) was added ethyl carbazate (23.6 mg, 0.226 mmol) and mercury acetate (54.1 mg, 0.17 mmol) under nitrogen. The resulting mixture was stirred at r.t. for 2 h. The mixture was concentrated to dryness under reduced pressure and partitioned between DCM (15 ml) and water (15 ml). The organic phase was separated and concentrated to dryness under reduc...